From a dataset of the Open Reaction Database (ORD), a public repository of structured organic reaction records. describe an organic reaction: reactants, conditions, products, and yield The reactants are CNCCC(C)C, O=C(O)c1nc2c(s1)CCOc1cc(-c3cn[nH]c3)ccc1-2. Yields the product CC(C)CCN(C)C(=O)c1nc2c(s1)CCOc1cc(-c3cn[nH]c3)ccc1-2. RXN SMILES: [CH3:23][NH:24][CH2:25][CH2:26][CH:27]([CH3:28])[CH3:29].[nH:1]1[n:2][cH:3][c:4](-[c:6]2[cH:7][c:8]3[c:9]([cH:21][cH:22]2)-[c:10]2[n:11][c:12]([C:18](=[O:19])[OH:20])[s:13][c:14]2[CH2:15][CH2:16][O:17]3)[cH:5]1>>[nH:1]1[n:2][cH:3][c:4](-[c:6]2[cH:7][c:8]3[c:9]([cH:21][cH:22]2)-[c:10]2[n:11][c:12]([C:18](=[O:20])[N:24]([CH3:23])[CH2:25][CH2:26][CH:27]([CH3:28])[CH3:29])[s:13][c:14]2[CH2:15][CH2:16][O:17]3)[cH:5]1. Starting materials: ClC1=CC=NC2=CC(=C(C=C12)OC)OC (4-Chloro-6,7-dimethoxyquinoline), C(C=1C(O)=CC=CC1)(=O)OCC\C=C/CC ((Z)-3-hexenyl salicylate). The reagents and catalysts are CN(C1=CC=NC=C1)C (4-dimethylaminopyridine). The solvent is ClC1=C(C=CC=C1)Cl (o-dichlorobenzene). Run at temperature 120 celsius, time 8 hour. Product: COC=1C=C2C(=CC=NC2=CC1OC)OC1=C(C(=O)OCC\C=C/CC)C=CC=C1 ((Z)-3-Hexenyl 2-[(6,7-dimethoxy-4-quinolyl)oxy]benzoate). The yield is 63.7%. As a reaction SMILES: Cl[C:2]1[C:11]2[C:6](=[CH:7][C:8]([O:14][CH3:15])=[C:9]([O:12][CH3:13])[CH:10]=2)[N:5]=[CH:4][CH:3]=1.[C:16]([O:25][CH2:26][CH2:27]/[CH:28]=[CH:29]\[CH2:30][CH3:31])(=[O:24])[C:17]1[C:18](=[CH:20][CH:21]=[CH:22][CH:23]=1)[OH:19]>CN(C)C1C=CN=CC=1.ClC1C=CC=CC=1Cl>[CH3:13][O:12][C:9]1[CH:10]=[C:11]2[C:6](=[CH:7][C:8]=1[O:14][CH3:15])[N:5]=[CH:4][CH:3]=[C:2]2[O:19][C:18]1[CH:20]=[CH:21][CH:22]=[CH:23][C:17]=1[C:16]([O:25][CH2:26][CH2:27]/[CH:28]=[CH:29]\[CH2:30][CH3:31])=[O:24]. Procedure: 4-Chloro-6,7-dimethoxyquinoline (112 mg), (Z)-3-hexenyl salicylate (440 mg), and 4-dimethylaminopyridine (244 mg) were suspended in o-dichlorobenzene (1 ml), and the suspension was stirred at 120° C. overnight. The reaction solution was cooled to room temperature, and the solvent was removed by distillation under the reduced pressure. Water was then added to the residue, and the mixture was extracted with chloroform. The chloroform layer was washed with water and was dried over anhydrous sodium ... The reactants are C(C)OC(C)O (ethoxyethanol), FC(S(=O)(=O)OS(=O)(=O)C(F)(F)F)(F)F (trifluoromethanesulfonic acid anhydride), C(Cl)Cl (methylene chloride), N1=C(C=CC=C1C)C (2,6-lutidine). The solvent is O (water). Reaction conditions: temperature -5 celsius. Yields the product O(S(=O)(=O)C(F)(F)F)CCOCC (2-ethoxyethyl triflate). RXN SMILES: [CH2:1]([O:3][CH:4](O)[CH3:5])[CH3:2].C(Cl)Cl.N1C(C)=CC=CC=1C.[F:18][C:19]([F:32])([F:31])[S:20]([O:23]S(C(F)(F)F)(=O)=O)(=[O:22])=[O:21]>O>[O:23]([CH2:2][CH2:1][O:3][CH2:4][CH3:5])[S:20]([C:19]([F:32])([F:31])[F:18])(=[O:22])=[O:21]. Reported procedure: 25 g of ethoxyethanol was placed in a round bottom flask provided with a stirrer piece therein, which was connected to a nitrogen bubbler to replace the air in the flask by dry nitrogen. 141 ml of methylene chloride was added and 33 ml of 2,6-lutidine was further added, followed by cooling down to −10 to 0° C., dropping 57 ml of trifluoromethanesulfonic acid anhydride in one hour and continuing agitation under the cooling conditions for one hour. 100 ml of distilled water was added to the reacti...